This data is from the Open Reaction Database (ORD), a public repository of structured organic reaction records. The task is: describe an organic reaction: reactants, conditions, products, and yield The reactants are CC(C)CN, Cc1ccccc1, O=C1OC(=O)c2ccccc21. Product: CC(C)CN1C(=O)c2ccccc2C1=O. Reaction SMILES: [CH2:1]([CH:2]([CH3:3])[CH3:4])[NH2:5].[CH3:17][c:18]1[cH:19][cH:20][cH:21][cH:22][cH:23]1.[O:6]=[C:7]1[O:8][C:9](=[O:10])[c:11]2[cH:12][cH:13][cH:14][cH:15][c:16]21>>[CH2:1]([CH:2]([CH3:3])[CH3:4])[N:5]1[C:7](=[O:6])[c:16]2[c:11]([cH:12][cH:13][cH:14][cH:15]2)[C:9]1=[O:8]. The reactants are C(C)(C)(C)OC(NC=1N(C(C([C@@](N1)(C)C1=C(C=CC(=C1)N)F)(C)C)=O)C)=O ([(S)-4-(5-amino-2-fluoro-phenyl)-1,4,5,5-tetramethyl-6-oxo-1,4,5,6-tetrahydro-pyrimidin-2-yl]-carbamic acid tert-butyl ester), C(C)(C)(C)OC(NC=1N(C(C([C@@](N1)(C)C1=C(C=CC(=C1)N)F)(C)C)=O)C)=O ([(S)-4-(5-amino-2-fluoro-phenyl)-1,4,5,5-tetramethyl-6-oxo-1,4,5,6-tetrahydro-pyrimidin-2-yl]-carbamic acid tert-butyl ester), FC(C(=O)O)(C(F)(F)F)F (2,2,3,3,3-pentafluoro-propionic acid). The product is NC=1N(C(C([C@@](N1)(C)C=1C=C(C=CC1F)NC(C(C(F)(F)F)(F)F)=O)(C)C)=O)C (N-[3-((S)-2-Amino-1,4,5,5-tetramethyl-6-oxo-1,4,5,6-tetrahydro-pyrimidin-4-yl)-4-fluoro-phenyl]-2,2,3,3,3-pentafluoro-propionamide). As a reaction SMILES: C(OC(=O)[NH:7][C:8]1[N:9]([CH3:26])[C:10](=[O:25])[C:11]([CH3:24])([CH3:23])[C@:12]([C:15]2[CH:20]=[C:19]([NH2:21])[CH:18]=[CH:17][C:16]=2[F:22])([CH3:14])[N:13]=1)(C)(C)C.[F:28][C:29]([F:37])([C:33]([F:36])([F:35])[F:34])[C:30](O)=[O:31]>>[NH2:7][C:8]1[N:9]([CH3:26])[C:10](=[O:25])[C:11]([CH3:24])([CH3:23])[C@:12]([C:15]2[CH:20]=[C:19]([NH:21][C:30](=[O:31])[C:29]([F:37])([F:28])[C:33]([F:36])([F:35])[F:34])[CH:18]=[CH:17][C:16]=2[F:22])([CH3:14])[N:13]=1. Reported procedure: The coupling of [(S)-4-(5-amino-2-fluoro-phenyl)-1,4,5,5-tetramethyl-6-oxo-1,4,5,6-tetrahydro-pyrimidin-2-yl]-carbamic acid tert-butyl ester (intermediate F2) and 2,2,3,3,3-pentafluoro-propionic acid followed by deprotection of the intermediate yielded the title compound as a white solid. MS (ESI): m/z=425.2 [M+H]+. The reactants are C1(=CC=C(C=C1)S(=O)(=O)Cl)C (p-toluenesulfonyl chloride), Cl (HCl), C(C1=CC=CC=C1)OCC(CCS(=O)(=O)N)O (4-benzyloxy-3-hydroxy-1-butane-sulfonamide), C([O-])([O-])=O.[K+].[K+] (potassium carbonate). The solvent is O (water), O (Water), N1=CC=CC=C1 (pyridine), CN(C=O)C (dimethylformamide). Run at time 20 hour. Product: C(C1=CC=CC=C1)OCC1NS(CC1)(=O)=O (3-(Benzyloxymethyl)isothiazolidine 1,1-Dioxide). Isolated yield 81.0%. Reaction SMILES: [CH2:1]([O:8][CH2:9][CH:10](O)[CH2:11][CH2:12][S:13]([NH2:16])(=[O:15])=[O:14])[C:2]1[CH:7]=[CH:6][CH:5]=[CH:4][CH:3]=1.C1(C)C=CC(S(Cl)(=O)=O)=CC=1.C(=O)([O-])[O-].[K+].[K+].Cl>N1C=CC=CC=1.CN(C)C=O.O>[CH2:1]([O:8][CH2:9][CH:10]1[CH2:11][CH2:12][S:13](=[O:15])(=[O:14])[NH:16]1)[C:2]1[CH:7]=[CH:6][CH:5]=[CH:4][CH:3]=1 |f:2.3.4|. Procedure details: To a solution of 4-benzyloxy-3-hydroxy-1-butane-sulfonamide (1.6 g., 0.0062 mole) in pyridine (15 ml.), which is stirred and cooled in an ice bath, is added p-toluenesulfonyl chloride (1.18 g., 0.0062 mole). The reaction mixture is stirred at room temperature for 20 hours and then poured into water (100 ml.). This mixture is extracted with ethyl acetate-ether (1:1) (2 × 100 ml.). The organic phase is washed with brine, 3N hydrochloric acid, brine again, and then dried over sodium sulfate. Evapor... Starting materials: O=C([O-])[O-], COc1cc(C(=O)NCc2ccc(-c3noc(C)n3)cc2NC(=O)C(F)(F)F)cc(OC)c1C, CI, CC(C)=O, [K+], [K+]. Yields the product COc1cc(C(=O)NCc2ccc(-c3noc(C)n3)cc2N(C)C(=O)C(F)(F)F)cc(OC)c1C. RXN SMILES: [C:37](=[O:38])([O-:39])[O-:40].[CH3:1][O:2][c:3]1[cH:4][c:5]([C:6](=[O:7])[NH:8][CH2:9][c:10]2[c:11]([NH:22][C:23]([C:24]([F:25])([F:26])[F:27])=[O:28])[cH:12][c:13](-[c:16]3[n:17][o:18][c:19]([CH3:21])[n:20]3)[cH:14][cH:15]2)[cH:29][c:30]([O:33][CH3:34])[c:31]1[CH3:32].[CH3:35][I:36].[CH3:43][C:44](=[O:45])[CH3:46].[K+:41].[K+:42]>>[CH3:1][O:2][c:3]1[cH:4][c:5]([C:6](=[O:7])[NH:8][CH2:9][c:10]2[c:11]([N:22]([C:23]([C:24]([F:25])([F:26])[F:27])=[O:28])[CH3:37])[cH:12][c:13](-[c:16]3[n:17][o:18][c:19]([CH3:21])[n:20]3)[cH:14][cH:15]2)[cH:29][c:30]([O:33][CH3:34])[c:31]1[CH3:32]. RXN SMILES: [CH:1]1([CH2:4][O:5][C:6]2[N:11]=[C:10]([C:12]([OH:14])=O)[CH:9]=[CH:8][C:7]=2[C:15]([F:18])([F:17])[F:16])[CH2:3][CH2:2]1.[NH2:19][C@@H:20]([CH2:24][CH:25]([CH3:27])[CH3:26])[C:21]([NH2:23])=[O:22]>>[C:21]([C@@H:20]([NH:19][C:12]([C:10]1[CH:9]=[CH:8][C:7]([C:15]([F:18])([F:17])[F:16])=[C:6]([O:5][CH2:4][CH:1]2[CH2:2][CH2:3]2)[N:11]=1)=[O:14])[CH2:24][CH:25]([CH3:27])[CH3:26])(=[O:22])[NH2:23]. Yields the product C(N)(=O)[C@H](CC(C)C)NC(=O)C1=NC(=C(C=C1)C(F)(F)F)OCC1CC1 (6-Cyclopropylmethoxy-5-trifluoromethyl-pyridine-2-carboxylic acid ((S)-1-carbamoyl-3-methyl-butyl)-amide). Starting materials: C1(CC1)COC1=C(C=CC(=N1)C(=O)O)C(F)(F)F (6-cyclopropylmethoxy-5-trifluoromethyl-pyridine-2-carboxylic acid), N[C@H](C(=O)N)CC(C)C ((2S)-2-amino-4-methyl-pentanamide). Procedure details: The title compound was synthesized in analogy to Example 1, using 6-cyclopropylmethoxy-5-trifluoromethyl-pyridine-2-carboxylic acid (Example 113 d) and (2S)-2-amino-4-methyl-pentanamide (CAN 687-51-4) as starting materials, MS (EI): m/e=374.1 [M+H]+.